Dataset: the Open Reaction Database (ORD), a public repository of structured organic reaction records. Task: describe an organic reaction: reactants, conditions, products, and yield The reactants are C(C1=CC=CC=C1)Br (Benzyl bromide), OC=1C=C(C=O)C=CC1OCC1=CC=C(C=C1)OC (3-hydroxy-4-[(4-methoxyphenyl)methoxy]benzaldehyde), C([O-])([O-])=O.[Cs+].[Cs+] (cesium carbonate). The solvent is CN(C=O)C (N,N-dimethylformamide). Reaction conditions: time 8 hour. The product is COC1=CC=C(C=C1)COC1=C(C=C(C=O)C=C1)OCC1=CC=CC=C1 (4-[(4-Methoxyphenyl)methoxy]-3-(phenylmethoxy)benzaldehyde). Isolated yield 71.4%. As a reaction SMILES: [CH2:1](Br)[C:2]1[CH:7]=[CH:6][CH:5]=[CH:4][CH:3]=1.[OH:9][C:10]1[CH:11]=[C:12]([CH:15]=[CH:16][C:17]=1[O:18][CH2:19][C:20]1[CH:25]=[CH:24][C:23]([O:26][CH3:27])=[CH:22][CH:21]=1)[CH:13]=[O:14].C(=O)([O-])[O-].[Cs+].[Cs+]>CN(C)C=O>[CH3:27][O:26][C:23]1[CH:24]=[CH:25][C:20]([CH2:19][O:18][C:17]2[CH:16]=[CH:15][C:12]([CH:13]=[O:14])=[CH:11][C:10]=2[O:9][CH2:1][C:2]2[CH:7]=[CH:6][CH:5]=[CH:4][CH:3]=2)=[CH:21][CH:22]=1 |f:2.3.4|. Reported procedure: Benzyl bromide (13.56 mL, 0.11 mol, 1.1 eq) was added to a solution of 3-hydroxy-4-[(4-methoxyphenyl)methoxy]benzaldehyde (26.91 g, 0.10 mL, 1 eq) and cesium carbonate (20.37 g, 0.06 mol, 0.6 eq) in N,N-dimethylformamide (150 mL). The reaction mixture was stirred overnight and then concentrated in vacuo. The residual solution was diluted with ethyl acetate (200 mL) and washed with water (200 mL), saturated sodium chloride solution (3×200 mL), and 0.5M aqueous sodium hydroxide (3×200 mL), then dr... Starting materials: C[Al](C)C (Trimethylaluminium), ClC=1C=CC(=NC1)N (5-chloropyridin-2-amine), [Si](C1=CC=CC=C1)(C1=CC=CC=C1)(C(C)(C)C)OCCOC[C@@H](C(=O)OC)OC1=C2C(=NC=N1)N(N=C2)C2=NC=CC=C2Cl ((2S)-methyl 3-(2-(tert-butyldiphenylsilyloxy)ethoxy)-2-(1-(3-chloropyridin-2-yl)-1H-pyrazolo[3,4-d]pyrimidin-4-yloxy)propanoate). The solvent is C1(=CC=CC=C1)C (toluene), C1(=CC=CC=C1)C (toluene). Conditions: temperature 0 celsius, time 20 minute. Product: [Si](C1=CC=CC=C1)(C1=CC=CC=C1)(C(C)(C)C)OCCOC[C@@H](C(=O)NC1=NC=C(C=C1)Cl)OC1=C2C(=NC=N1)N(N=C2)C2=NC=CC=C2Cl ((2S)-3-(2-(tert-butyldiphenylsilyloxy)ethoxy)-N-(5-chloropyridin-2-yl)-2-(1-(3-chloropyridin-2-yl)-1H-pyrazolo[3,4-d]pyrimidin-4-yloxy)propanamide). As a reaction SMILES: C[Al](C)C.[Cl:5][C:6]1[CH:7]=[CH:8][C:9]([NH2:12])=[N:10][CH:11]=1.[Si:13]([O:30][CH2:31][CH2:32][O:33][CH2:34][C@H:35]([O:40][C:41]1[N:46]=[CH:45][N:44]=[C:43]2[N:47]([C:50]3[C:55]([Cl:56])=[CH:54][CH:53]=[CH:52][N:51]=3)[N:48]=[CH:49][C:42]=12)[C:36](OC)=[O:37])([C:26]([CH3:29])([CH3:28])[CH3:27])([C:20]1[CH:25]=[CH:24][CH:23]=[CH:22][CH:21]=1)[C:14]1[CH:19]=[CH:18][CH:17]=[CH:16][CH:15]=1>C1(C)C=CC=CC=1>[Si:13]([O:30][CH2:31][CH2:32][O:33][CH2:34][C@H:35]([O:40][C:41]1[N:46]=[CH:45][N:44]=[C:43]2[N:47]([C:50]3[C:55]([Cl:56])=[CH:54][CH:53]=[CH:52][N:51]=3)[N:48]=[CH:49][C:42]=12)[C:36]([NH:12][C:9]1[CH:8]=[CH:7][C:6]([Cl:5])=[CH:11][N:10]=1)=[O:37])([C:26]([CH3:27])([CH3:28])[CH3:29])([C:20]1[CH:21]=[CH:22][CH:23]=[CH:24][CH:25]=1)[C:14]1[CH:19]=[CH:18][CH:17]=[CH:16][CH:15]=1. Reported procedure: Trimethylaluminium (2M in hexane) (0.455 mL, 0.91 mmol) was added to 5-chloropyridin-2-amine (112 mg, 0.87 mmol) in toluene (10 mL) cooled to 0° C. under nitrogen. The resulting solution was stirred at 0° C. for 20 minutes. (2S)-methyl 3-(2-(tert-butyldiphenylsilyloxy)ethoxy)-2-(1-(3-chloropyridin-2-yl)-1H-pyrazolo[3,4-d]pyrimidin-4-yloxy)propanoate (Intermediate AB2) (500 mg, 0.79 mmol) in toluene (2 mL) was added and the reaction was heated to reflux for 24 hours. The reaction mixture was conc... Reactants: O(C1=CC=CC=C1)C=1C=C(C=CC1)C12OCC(CC1)(CC2)CCCC=O (4-(1-(3-phenoxyphenyl)-2-oxabicyclo[2.2.2]octan-4-yl)butanal), [Li]CCCC (n-BuLi), solution. Reagents/catalysts: [Br-].C[P+](C1=CC=CC=C1)(C1=CC=CC=C1)C1=CC=CC=C1 (methyl triphenylphosphonium bromide). Solvent: C1CCOC1 (THF), CCCCCC (hexane), C1CCOC1 (THF). Run at temperature 0 celsius, time 30 minute. The product is C(CCC=C)C12COC(CC1)(CC2)C2=CC(=CC=C2)OC2=CC=CC=C2 (4-(Pent-4-enyl)-1-(3-phenoxyphenyl)-2-oxabicyclo[2.2.2]octane). The yield is 81.0%. RXN SMILES: [Li][CH2:2]CCC.[O:6]([C:13]1[CH:14]=[C:15]([C:19]23[CH2:26][CH2:25][C:22]([CH2:27][CH2:28][CH2:29][CH:30]=O)([CH2:23][CH2:24]2)[CH2:21][O:20]3)[CH:16]=[CH:17][CH:18]=1)[C:7]1[CH:12]=[CH:11][CH:10]=[CH:9][CH:8]=1>[Br-].C[P+](C1C=CC=CC=1)(C1C=CC=CC=1)C1C=CC=CC=1.C1COCC1.CCCCCC>[CH2:27]([C:22]12[CH2:25][CH2:26][C:19]([C:15]3[CH:16]=[CH:17][CH:18]=[C:13]([O:6][C:7]4[CH:12]=[CH:11][CH:10]=[CH:9][CH:8]=4)[CH:14]=3)([CH2:24][CH2:23]1)[O:20][CH2:21]2)[CH2:28][CH2:29][CH:30]=[CH2:2] |f:2.3|. Procedure: To a 0° C. mixture of methyl triphenylphosphonium bromide (236 mg, 0.66 mmol) in THF (8 mL) was added dropwise n-BuLi (0.27 mL of a 2.5 M solution in hexane, 0.66 mmol). The reaction mixture was stirred at 0° C. for 30 min, and a solution of 4-(1-(3-phenoxyphenyl)-2-oxabicyclo[2.2.2]octan-4-yl)butanal (116 mg, 0.33 mmol) in THF (2 mL) was added at 0° C. The reaction mixture was warmed to rt and stirred for 2 h, then was quenched with sat′d aq. NH4Cl, and extracted with EtOAc. The organic layer w... The reactants are Br, CC(=O)O, COc1ccc2c(c1)CN(C)CC2c1ccc2ccccc2c1. The product is CN1Cc2cc(O)ccc2C(c2ccc3ccccc3c2)C1. As a reaction SMILES: [BrH:28].[C:24]([OH:25])(=[O:26])[CH3:27].[CH3:1][O:2][c:3]1[cH:4][cH:5][c:6]2[c:11]([cH:12]1)[CH2:10][N:9]([CH3:13])[CH2:8][CH:7]2[c:14]1[cH:15][c:16]2[cH:17][cH:18][cH:19][cH:20][c:21]2[cH:22][cH:23]1>>[OH:2][c:3]1[cH:4][cH:5][c:6]2[c:11]([cH:12]1)[CH2:10][N:9]([CH3:13])[CH2:8][CH:7]2[c:14]1[cH:15][c:16]2[cH:17][cH:18][cH:19][cH:20][c:21]2[cH:22][cH:23]1.